From a dataset of the Open Reaction Database (ORD), a public repository of structured organic reaction records. describe an organic reaction: reactants, conditions, products, and yield The reactants are IC=1N=C(C=2N=C(N([C@H]3[C@H](O)[C@H](O)[C@@H](CO)O3)C2N1)NCC1=CC=CC=C1)N (2-iodo-8-benzylaminoadenosine), C#CCCCC (1-hexyn). Product: C(#CCCCC)C=1N=C(C=2N=C(N([C@H]3[C@H](O)[C@H](O)[C@@H](CO)O3)C2N1)NCC1=CC=CC=C1)N (2-(1-hexynyl)-8-Benzylaminoadenosine). RXN SMILES: I[C:2]1[N:3]=[C:4]([NH2:28])[C:5]2[N:6]=[C:7]([NH:20][CH2:21][C:22]3[CH:27]=[CH:26][CH:25]=[CH:24][CH:23]=3)[N:8]([C:18]=2[N:19]=1)[C@@H:9]1[O:17][C@H:14]([CH2:15][OH:16])[C@@H:12]([OH:13])[C@H:10]1[OH:11].[CH:29]#[C:30][CH2:31][CH2:32][CH2:33][CH3:34]>>[C:29]([C:2]1[N:3]=[C:4]([NH2:28])[C:5]2[N:6]=[C:7]([NH:20][CH2:21][C:22]3[CH:27]=[CH:26][CH:25]=[CH:24][CH:23]=3)[N:8]([C:18]=2[N:19]=1)[C@@H:9]1[O:17][C@H:14]([CH2:15][OH:16])[C@@H:12]([OH:13])[C@H:10]1[OH:11])#[C:30][CH2:31][CH2:32][CH2:33][CH3:34]. Procedure details: The reaction was performed with 2-iodo-8-benzylaminoadenosine (11, 230 mg, 0.46 mmol) and 1-hexyn (2.23 mmol). The mixture was purified by column chromatography (EtOAc). Yield 146 mg (0.32 mmol, 70%), mp 141–143÷C; Rƒ 0.26 (5% MeOH in EtOAc); 1H NMR (DMSO-d6) δ 7.64 (t, 1H, J=6.10 Hz, NH), 7.36–7.18 (m, 5H, phenyl), 6.59 (bs, 2H, NH2), 5.92 (d, 1H, J=7.71 Hz, H-1′), 5.77 (t, 1H, J=4.85 Hz, OH-2′), 5.32 (d, 1H, J=6.74 Hz, OH-5′), 5.18 (d, 1H, J=4.18 Hz, OH-3′), 4.64 (q, 1H, J=4.64 Hz, H-2′), 4.58...